From a dataset of the Open Reaction Database (ORD), a public repository of structured organic reaction records. describe an organic reaction: reactants, conditions, products, and yield Reactants: C(C)(=O)OC(C)=O (acetic anhydride), C(=O)[O-].[Na+] (sodium formate), Cl.C(C)OC(CN)=O (glycine ethyl ester hydrochloride). Solvent: C(=O)O (formic acid), C(=O)O (formic acid). Reaction conditions: time 1 hour. The product is C(C)OC(CNC=O)=O (N-formylglycine ethyl ester). Yield: 84.6%. As a reaction SMILES: [CH:1]([O-])=[O:2].[Na+].Cl.[CH2:6]([O:8][C:9](=[O:12])[CH2:10][NH2:11])[CH3:7].C(OC(=O)C)(=O)C>C(O)=O>[CH2:6]([O:8][C:9](=[O:12])[CH2:10][NH:11][CH:1]=[O:2])[CH3:7] |f:0.1,2.3|. Procedure: A hot solution of sodium formate (150 g) in formic acid (200 mL) was added to a hot solution of glycine ethyl ester hydrochloride (228.7 g; 1.64 mol) in hot formic acid (250 mL). This was allowed to stir at room temperature for 1 hour. Small portions of acetic anhydride (450 g) were added to the well-stirred suspension as an exothermic reaction ensued. The suspension was stirred overnight, the solid was filtered and the filtrate was distilled in vacuo to remove excess reagents. The residue was f... Reactants: [BH4-].[Na+] (sodium borohydride), C(C)O (ethanol), FC1=CC=C(C=C1)C1C=2N(CCC1)N=C(N2)N (8-(4-fluoro-phenyl)-5,6,7,8-tetrahydro-[1,2,4]triazolo[1,5-a]pyridin-2-ylamine), CC1=NSC(=N1)N1CCC(CC1)=O (1-(3-methyl-[1,2,4]thiadiazol-5-yl)-piperidin-4-one). The solvent is ClC(C)Cl (dichloroethane). Run at temperature 85 celsius, time 30 minute. Product: FC1=CC=C(C=C1)C1C=2N(CCC1)N=C(N2)NC2CCN(CC2)C2=NC(=NS2)C ([8-(4-Fluoro-phenyl)-5,6,7,8-tetrahydro-[1,2,4]triazolo[1,5-a]pyridin-2-yl]-[1-(3-methyl-[1,2,4]thiadiazol-5-yl)-piperidin-4-yl]-amine), solid. The yield is 27.0%. As a reaction SMILES: [F:1][C:2]1[CH:7]=[CH:6][C:5]([CH:8]2[CH2:13][CH2:12][CH2:11][N:10]3[N:14]=[C:15]([NH2:17])[N:16]=[C:9]23)=[CH:4][CH:3]=1.[CH3:18][C:19]1[N:23]=[C:22]([N:24]2[CH2:29][CH2:28][C:27](=O)[CH2:26][CH2:25]2)[S:21][N:20]=1.[BH4-].[Na+].C(O)C>ClC(Cl)C>[F:1][C:2]1[CH:7]=[CH:6][C:5]([CH:8]2[CH2:13][CH2:12][CH2:11][N:10]3[N:14]=[C:15]([NH:17][CH:27]4[CH2:26][CH2:25][N:24]([C:22]5[S:21][N:20]=[C:19]([CH3:18])[N:23]=5)[CH2:29][CH2:28]4)[N:16]=[C:9]23)=[CH:4][CH:3]=1 |f:2.3|. Procedure details: To a solution of 8-(4-fluoro-phenyl)-5,6,7,8-tetrahydro-[1,2,4]triazolo[1,5-a]pyridin-2-ylamine (60 mg, 0.258 mmol) and 1-(3-methyl-[1,2,4]thiadiazol-5-yl)-piperidin-4-one (76 mg, 0.387 mmol) in dry dichloroethane (3 mL) was added tetraisopropyl-orthotitanate (236 μL, 0.775 mmol) under an argon atmosphere and heated to 85° C. for 12 hours. The reaction mixture was cooled to room temperature, sodium borohydride (20 mg, 0.517 mmol) and ethanol (1.5 mL) were added and stirred at room temperature fo...